Dataset: the Open Reaction Database (ORD), a public repository of structured organic reaction records. Task: describe an organic reaction: reactants, conditions, products, and yield Starting materials: CNOC, CN1CCOCC1, CCN=C=NCCCN(C)C, CN(C)c1ccncc1, ClCCl, Cl, Cl, O=C(O)c1ccsc1. The product is CON(C)C(=O)c1ccsc1. As a reaction SMILES: [CH3:10][NH:11][O:12][CH3:13].[CH3:14][N:15]1[CH2:16][CH2:17][O:18][CH2:19][CH2:20]1.[CH3:22][N:23]([CH3:24])[CH2:25][CH2:26][CH2:27][N:28]=[C:29]=[N:30][CH2:31][CH3:32].[CH3:36][N:37]([CH3:38])[c:39]1[cH:40][cH:41][n:42][cH:43][cH:44]1.[Cl:33][CH2:34][Cl:35].[ClH:21].[ClH:9].[s:1]1[cH:2][c:3]([C:6](=[O:7])[OH:8])[cH:4][cH:5]1>>[s:1]1[cH:2][c:3]([C:6](=[O:8])[N:11]([CH3:10])[O:12][CH3:13])[cH:4][cH:5]1. Starting materials: ClC1=CC=C(C=C1)B(O)O ((4-chlorophenyl)boronic acid), NO.Cl (NH2OH.HCl), CuBr, C(=O)([O-])[O-].[K+].[K+] (K2CO3), CC#N (CH3CN). Run at temperature 70 celsius, time 24 hour. Yields the product ClC1=CC=C(C=C1)NC1=CC=C(C=C1)Cl (bis(4-chlorophenyl)amine). Reaction SMILES: [Cl:1][C:2]1[CH:7]=[CH:6][C:5](B(O)O)=[CH:4][CH:3]=1.NO.[ClH:13].C([O-])([O-])=O.[K+].[K+].[CH3:20][C:21]#[N:22]>>[Cl:1][C:2]1[CH:7]=[CH:6][C:5]([NH:22][C:21]2[CH:4]=[CH:3][C:2]([Cl:13])=[CH:7][CH:20]=2)=[CH:4][CH:3]=1 |f:1.2,3.4.5|. Procedure: Under air, a 500-mL rbf was charged with (4-chlorophenyl)boronic acid (15.0 g, 96.0 mmol, 1 eq.), NH2OH.HCl (8.0 g, 115 mmol, 1.2 eq.), CuBr (2.75 g, 19.18 mmol, 0.2 eq.), K2CO3 (19.89 g, 144.0 mmol, 1.5 eq.), and CH3CN (320 mL). The reaction mixture was stirred at 70° C. for 24 h. The completion of the reaction was monitored by TLC. The solvent was evaporated under reduced pressure and the residue was purified by flash column chromatography on a silica gel using 10%-20% EtOAc in hexanes to give... As a reaction SMILES: [CH2:1]([C:4]1[N:5]([CH2:17][CH2:18][CH2:19][C:20]([O:22]CC)=O)[C:6]2[C:15]3[N:14]=[CH:13][CH:12]=[CH:11][C:10]=3[N:9]=[CH:8][C:7]=2[N:16]=1)[CH2:2][CH3:3].[CH2:25](C1N(CCCC(OCC)=O)C2C3N=CC=CC=3N=CC=2N=1)CCC>>[CH2:1]([C:4]1[N:5]([CH2:17][CH2:18][CH2:19][C:20](=[O:22])[CH3:25])[C:6]2[C:15]3[N:14]=[CH:13][CH:12]=[CH:11][C:10]=3[N:9]=[CH:8][C:7]=2[N:16]=1)[CH2:2][CH3:3]. The product is C(CC)C=1N(C2=C(C=NC=3C=CC=NC23)N1)CCCC(C)=O (5-(2-propyl-1H-imidazo[4,5-c][1,5]naphthyridin-1-yl)pentan-2-one). Reported procedure: A modified version of the general methods described in Parts D-G of Example 4 was sequentially followed with ethyl 4-(2-propyl-1H-imidazo[4,5-c][1,5]naphthyridin-1-yl)butyrate (6.0 g, 18.4 mmol) used in lieu of ethyl 4-(2-butyl-1H-imidazo[4,5-c][1,5]naphthyridin-1-yl)butyrate as the starting substrate. Isolation after the last step of the sequence afforded 6.06 g of crude 5-(2-propyl-1H-imidazo[4,5-c][1,5]naphthyridin-1-yl)pentan-2-one. The reactants are C(CC)C=1N(C2=C(C=NC=3C=CC=NC23)N1)CCCC(=O)OCC (ethyl 4-(2-propyl-1H-imidazo[4,5-c][1,5]naphthyridin-1-yl)butyrate), C(CCC)C=1N(C2=C(C=NC=3C=CC=NC23)N1)CCCC(=O)OCC (ethyl 4-(2-butyl-1H-imidazo[4,5-c][1,5]naphthyridin-1-yl)butyrate). The product is COc1ccnc(-c2ccc(F)c([N+](=O)[O-])c2)c1. Starting materials: COc1ccnc(-c2ccc(F)cc2)c1, [Na+], [OH-], O=[N+]([O-])O, O=S(=O)(O)O. As a reaction SMILES: [CH3:1][O:2][c:3]1[cH:4][c:5](-[c:9]2[cH:10][cH:11][c:12]([F:15])[cH:13][cH:14]2)[n:6][cH:7][cH:8]1.[Na+:21].[OH-:20].[OH:16][N+:17]([O-:18])=[O:19].[S:22](=[O:23])(=[O:24])([OH:25])[OH:26]>>[CH3:1][O:2][c:3]1[cH:4][c:5](-[c:9]2[cH:10][c:11]([N+:17](=[O:16])[O-:18])[c:12]([F:15])[cH:13][cH:14]2)[n:6][cH:7][cH:8]1. Starting materials: tetta-n-butylammonium fluoride, C(=O)(O)[O-].[Na+] (NaHCO3), N,N,N′,N′-tetramethyl-diaminomethane, OC(C(=O)C1=CC=CC=C1)C1(CC=NC=C1)OC (2-hydroxy-4-methoxy-2-(4-pyridyl)acetophenone), C(C)(=O)[O-] (acetate), [NH4+].[Cl-] (NH4Cl). Solvent: CN(C)C=O (DMF), O1CCCC1 (tetrahydrofuran). Run at time 1 hour. The product is COC1=CC=C2C(C(COC2=C1)C1=CC=NC=C1)=O (7-methoxy-3-(4-pyridyl)chroman-4-one). The yield is 55.0%. As a reaction SMILES: O[CH:2]([C:11]1(OC)[CH:16]=[CH:15][N:14]=[CH:13][CH2:12]1)[C:3]([C:5]1[CH:10]=[CH:9][CH:8]=[CH:7][CH:6]=1)=[O:4].[C:19]([O-:22])(=O)C.[C:23]([O-])(O)=[O:24].[Na+].[NH4+].[Cl-]>O1CCCC1.CN(C=O)C>[CH3:23][O:24][C:8]1[CH:7]=[C:6]2[C:5]([C:3](=[O:4])[CH:2]([C:11]3[CH:12]=[CH:13][N:14]=[CH:15][CH:16]=3)[CH2:19][O:22]2)=[CH:10][CH:9]=1 |f:2.3,4.5|. Procedure: To a solution of 2-hydroxy-4-methoxy-2-(4-pyridyl)acetophenone (3.51 g, 14.4 mmol) in tetrahydrofuran (30 ml) were added under ice-cooling dry acetate (2.72 ml, 28.8 mmol) and a solution of N,N,N′,N′-tetramethyl-diaminomethane (1.96 ml, 14.4 mmol) in DMF (10 ml), which was then stirred for 30 minutes. After the reaction was completed, the reaction solution was neutralized under ice-cooling using saturated aqueous NaHCO3 solution, extracted with ethyl acetate, and washed with saturated saline sol... Reactants: ClC1=CC=NC2=CC=CC=C12 (4-chloroquinoline), [H-].[Na+] (sodium hydride), petroleum jelly, ClC=1C=C2C(=CNC2=CC1)C(=O)OC (5-chloro-3-methoxycarbonyl-1H-indole), O (water). Run in CN(C=O)C (dimethylformamide). Conditions: temperature 120 celsius, time 6 hour. The product is ClC=1C=C2C(=CN(C2=CC1)C1=CC=NC2=CC=CC=C12)C(=O)OC (5-Chloro-3-methoxycarbonyl-1-(quinolin-4-yl)-1H-indole). Reaction SMILES: [H-].[Na+].[Cl:3][C:4]1[CH:5]=[C:6]2[C:10](=[CH:11][CH:12]=1)[NH:9][CH:8]=[C:7]2[C:13]([O:15][CH3:16])=[O:14].Cl[C:18]1[C:27]2[C:22](=[CH:23][CH:24]=[CH:25][CH:26]=2)[N:21]=[CH:20][CH:19]=1.O>CN(C)C=O>[Cl:3][C:4]1[CH:5]=[C:6]2[C:10](=[CH:11][CH:12]=1)[N:9]([C:18]1[C:27]3[C:22](=[CH:23][CH:24]=[CH:25][CH:26]=3)[N:21]=[CH:20][CH:19]=1)[CH:8]=[C:7]2[C:13]([O:15][CH3:16])=[O:14] |f:0.1|. Procedure: 0.771 g (24 mmol) of sodium hydride at 75% by weight in liquid petroleum jelly is added to a solution of 5.03 g (24 mmol) of 5-chloro-3-methoxycarbonyl-1H-indole in 120 cm3 of dimethylformamide at a temperature in the region of 20° C. under an argon atmosphere. After the reaction mixture has been stirred for 0.5 hour at a temperature in the region of 40° C., 3.94 g (24 mmol) of 4-chloroquinoline are added. After stirring for 6 hours at a temperature in the region of 120° C., the reaction mixture... Reactants: CC(C)(C)COC1CN(C(=O)OC(C)(C)C)C(C=O)CO1, CCCC[N+](CCCC)(CCCC)CCCC, [Cl-], [F-], O=[N+]([O-])CCc1cc(F)cc(F)c1, [Na+], C1CCOC1. Yields the product CC(C)(C)COC1CN(C(=O)OC(C)(C)C)C(C(O)C(Cc2cc(F)cc(F)c2)[N+](=O)[O-])CO1. As a reaction SMILES: [C:19]([CH3:20])([CH3:21])([CH3:22])[O:23][C:24](=[O:25])[N:26]1[CH2:27][CH:28]([O:34][CH2:35][C:36]([CH3:37])([CH3:38])[CH3:39])[O:29][CH2:30][CH:31]1[CH:32]=[O:33].[CH3:2][CH2:3][CH2:4][CH2:5][N+:6]([CH2:7][CH2:8][CH2:9][CH3:10])([CH2:11][CH2:12][CH2:13][CH3:14])[CH2:15][CH2:16][CH2:17][CH3:18].[Cl-:54].[F-:1].[F:40][c:41]1[cH:42][c:43]([F:52])[cH:44][c:45]([CH2:47][CH2:48][N+:49](=[O:50])[O-:51])[cH:46]1.[Na+:53].[O:55]1[CH2:56][CH2:57][CH2:58][CH2:59]1>>[C:19]([CH3:20])([CH3:21])([CH3:22])[O:23][C:24](=[O:25])[N:26]1[CH2:27][CH:28]([O:34][CH2:35][C:36]([CH3:37])([CH3:38])[CH3:39])[O:29][CH2:30][CH:31]1[CH:32]([OH:33])[CH:48]([CH2:47][c:45]1[cH:44][c:43]([F:52])[cH:42][c:41]([F:40])[cH:46]1)[N+:49](=[O:50])[O-:51].